Task: describe an organic reaction: reactants, conditions, products, and yield. Dataset: the Open Reaction Database (ORD), a public repository of structured organic reaction records The reactants are C(C)(C)(C)OC(=O)N1CC2=CC=C(C=C2C1)N1CCC(CC1)OC (5-(4-methoxy-piperidin-1-yl)-1,3-dihydro-isoindole-2-carboxylic acid tert-butyl ester), Cl (hydrochloric acid). Product: Cl.COC1CCN(CC1)C=1C=C2CNCC2=CC1 (5-(4-Methoxy-piperidin-1-yl)-2,3-dihydro-1H-isoindole hydrochloride). RXN SMILES: C(OC([N:8]1[CH2:16][C:15]2[C:10](=[CH:11][CH:12]=[C:13]([N:17]3[CH2:22][CH2:21][CH:20]([O:23][CH3:24])[CH2:19][CH2:18]3)[CH:14]=2)[CH2:9]1)=O)(C)(C)C.[ClH:25]>>[ClH:25].[CH3:24][O:23][CH:20]1[CH2:19][CH2:18][N:17]([C:13]2[CH:14]=[C:15]3[C:10](=[CH:11][CH:12]=2)[CH2:9][NH:8][CH2:16]3)[CH2:22][CH2:21]1 |f:2.3|. Procedure details: Prepared in analogy to Example A3(e) from 5-(4-methoxy-piperidin-1-yl)-1,3-dihydro-isoindole-2-carboxylic acid tert-butyl ester and hydrochloric acid. Brown solid. MS (m/e): 233.3 ([M+H]+, 100%). Starting materials: BrCC=CCBr, CC(C)=O, Oc1ccccc1F, [K+], [K+], O=C([O-])[O-]. The product is Fc1ccccc1OCC=CCBr. Reaction SMILES: [Br:9][CH2:10][CH:11]=[CH:12][CH2:13][Br:14].[CH3:21][C:22](=[O:23])[CH3:24].[F:1][c:2]1[c:3]([OH:8])[cH:4][cH:5][cH:6][cH:7]1.[K+:15].[K+:16].[O-:17][C:18]([O-:19])=[O:20]>>[F:1][c:2]1[c:3]([O:8][CH2:13][CH:12]=[CH:11][CH2:10][Br:9])[cH:4][cH:5][cH:6][cH:7]1. The reactants are C(C)OP(=O)(CN1C(NCC1=O)=O)CC(C(=O)O)CC(C)C (2(RS)-[[(RS)-(ethoxy)[(2,5-dioxo-1-imidazolidinyl)methyl]phosphinyl]methyl]-4-methylvaleric acid), CNC([C@@H](N)CC(C)C)=O (L-leucine methylamide), N-ethoxycarbonyl-2-ethoxy-1,2-dihydroxyquinoline. Run in ClCCl (dichloromethane), O1CCCC1 (tetrahydrofuran). Reaction conditions: time 24 hour. Product: C(C)OP(=O)(CC(CC(C)C)C(N[C@@H](CC(C)C)C(NC)=O)=O)CN1C(NCC1=O)=O ([(2,5-dioxo-1-imidazolidinyl)methyl][(RS)-4-methyl-2-[[(S)-3-methyl-1-(methylcarbamoyl)butyl]carbamoyl]pentyl]phosphinic acid ethyl ester). Yield: 27.1%. As a reaction SMILES: [CH2:1]([O:3][P:4]([CH2:14][CH:15]([CH2:19][CH:20]([CH3:22])[CH3:21])[C:16]([OH:18])=O)([CH2:6][N:7]1[C:11](=[O:12])[CH2:10][NH:9][C:8]1=[O:13])=[O:5])[CH3:2].[CH3:23][NH:24][C:25](=[O:32])[C@H:26]([CH2:28][CH:29]([CH3:31])[CH3:30])[NH2:27]>ClCCl.O1CCCC1>[CH2:1]([O:3][P:4]([CH2:6][N:7]1[C:11](=[O:12])[CH2:10][NH:9][C:8]1=[O:13])([CH2:14][CH:15]([C:16](=[O:18])[NH:27][C@H:26]([C:25](=[O:32])[NH:24][CH3:23])[CH2:28][CH:29]([CH3:31])[CH3:30])[CH2:19][CH:20]([CH3:22])[CH3:21])=[O:5])[CH3:2]. Procedure details: 0.22 g (0.64 mmol) of 2(RS)-[[(RS)-(ethoxy)[(2,5-dioxo-1-imidazolidinyl)methyl]phosphinyl]methyl]-4-methylvaleric acid and 0.116 g (0.81 mmol) of L-leucine methylamide were taken up in 5 ml of dichloromethane and 2.5 ml of tetrahydrofuran. The solution was treated at -8° C. with 0.3 g (1.2 mmol) of N-ethoxycarbonyl-2-ethoxy-1,2-dihydroxyquinoline. The mixture was stirred at room temperature for 24 hours and was then left to stand at 0° C. for 48 hours. The solvent was removed by evaporation. The... Starting materials: ClCCl, Cn1nnnc1S, CN(C)c1ccncc1, CCN(C(C)C)C(C)C, O=S(=O)(OS(=O)(=O)C(F)(F)F)C(F)(F)F, CC(C)(OC(=O)OCc1ccc([N+](=O)[O-])cc1)C1C(=O)N2C(C(=O)OCc3ccc([N+](=O)[O-])cc3)C(=O)CC12. Yields the product Cn1nnnc1SC1=C(C(=O)OCc2ccc([N+](=O)[O-])cc2)N2C(=O)C(C(C)(C)OC(=O)OCc3ccc([N+](=O)[O-])cc3)C2C1. Reaction SMILES: [CH2:71]([Cl:72])[Cl:73].[CH3:64][n:65]1[n:66][n:67][n:68][c:69]1[SH:70].[CH3:74][N:75]([c:76]1[cH:77][cH:78][n:79][cH:80][cH:81]1)[CH3:82].[CH:1]([N:2]([CH:3]([CH3:4])[CH3:5])[CH2:6][CH3:7])([CH3:8])[CH3:9].[F:49][C:50]([S:51]([O:52][S:53]([C:54]([F:55])([F:56])[F:57])(=[O:58])=[O:59])(=[O:60])=[O:61])([F:62])[F:63].[O:10]=[C:11]1[CH:12]([C:36](=[O:37])[O:38][CH2:39][c:40]2[cH:41][cH:42][c:43]([N+:46](=[O:47])[O-:48])[cH:44][cH:45]2)[N:13]2[C:14](=[O:35])[CH:15]([C:18]([CH3:19])([O:20][C:21](=[O:22])[O:23][CH2:24][c:25]3[cH:26][cH:27][c:28]([N+:31](=[O:32])[O-:33])[cH:29][cH:30]3)[CH3:34])[CH:16]2[CH2:17]1>>[C:11]1([S:70][c:69]2[n:65]([CH3:64])[n:66][n:67][n:68]2)=[C:12]([C:36](=[O:37])[O:38][CH2:39][c:40]2[cH:41][cH:42][c:43]([N+:46](=[O:47])[O-:48])[cH:44][cH:45]2)[N:13]2[C:14](=[O:35])[CH:15]([C:18]([CH3:19])([O:20][C:21](=[O:22])[O:23][CH2:24][c:25]3[cH:26][cH:27][c:28]([N+:31](=[O:32])[O-:33])[cH:29][cH:30]3)[CH3:34])[CH:16]2[CH2:17]1. The reactants are tetra acetate, BrC=1C=NC=C(C(NC2=NC=C(C=C2)C)=N)C1 (5-bromo-N-(5-methylpyridin-2-yl)nicotinimidamide). Solvent: C1(=CC=CC=C1)C (toluene). Conditions: temperature 150 celsius. The product is BrC=1C=C(C=NC1)C1=NN2C(C=CC(=C2)C)=N1 (2-(5-bromopyridin-3-yl)-6-methyl-[1,2,4]triazolo[1,5-a]pyridine). Reaction SMILES: [Br:1][C:2]1[CH:3]=[N:4][CH:5]=[C:6]([CH:17]=1)[C:7](=[NH:16])[NH:8][C:9]1[CH:14]=[CH:13][C:12]([CH3:15])=[CH:11][N:10]=1>C1(C)C=CC=CC=1>[Br:1][C:2]1[CH:17]=[C:6]([C:7]2[N:8]=[C:9]3[CH:14]=[CH:13][C:12]([CH3:15])=[CH:11][N:10]3[N:16]=2)[CH:5]=[N:4][CH:3]=1. Procedure details: Lead tetra acetate (2.28 g, 0.0051 mol) was added to a solution of 5-bromo-N-(5-methylpyridin-2-yl)nicotinimidamide (44-1; 1 g, crude 0.0034 mol) in toluene (40 mL) in a 80 mL microwave vial at RT. The reaction mixture was heated to 150° C. for 2.5 h under microwave irradiation. It was concentrated under vacuum to afford the crude product, which was purified by silica gel column chromatography to afford the title compound. MS (M+1): 290.1 Reactants: C1(=CC=CC=C1)C(C1=CC=CC=C1)=NC1=CC=C(C=C1)C1=C(C(NC(N1)=O)C1=CC(=C(C(=C1)[N+](=O)[O-])O)OCC)C1=CC=CC=C1 (6-(4-(diphenylmethyleneamino)phenyl)-4-(3-ethoxy-4-hydroxy-5-nitrophenyl)-5-phenyl-3,4-dihydropyrimidin-2(1H)-one), Cl (HCl). The solvent is C1CCOC1 (THF). Conditions: time 2 hour. Product: NC1=CC=C(C=C1)C1=C(C(NC(N1)=O)C1=CC(=C(C(=C1)[N+](=O)[O-])O)OCC)C1=CC=CC=C1 (6-(4-aminophenyl)-4-(3-ethoxy-4-hydroxy-5-nitrophenyl)-5-phenyl-3,4-dihydropyrimidin-2(1H)-one). Isolated yield 100.2%. RXN SMILES: C1(C(=[N:14][C:15]2[CH:20]=[CH:19][C:18]([C:21]3[NH:26][C:25](=[O:27])[NH:24][CH:23]([C:28]4[CH:33]=[C:32]([N+:34]([O-:36])=[O:35])[C:31]([OH:37])=[C:30]([O:38][CH2:39][CH3:40])[CH:29]=4)[C:22]=3[C:41]3[CH:46]=[CH:45][CH:44]=[CH:43][CH:42]=3)=[CH:17][CH:16]=2)C2C=CC=CC=2)C=CC=CC=1.Cl>C1COCC1>[NH2:14][C:15]1[CH:20]=[CH:19][C:18]([C:21]2[NH:26][C:25](=[O:27])[NH:24][CH:23]([C:28]3[CH:33]=[C:32]([N+:34]([O-:36])=[O:35])[C:31]([OH:37])=[C:30]([O:38][CH2:39][CH3:40])[CH:29]=3)[C:22]=2[C:41]2[CH:42]=[CH:43][CH:44]=[CH:45][CH:46]=2)=[CH:17][CH:16]=1. Procedure details: To a solution of 6-(4-(diphenylmethyleneamino)phenyl)-4-(3-ethoxy-4-hydroxy-5-nitrophenyl)-5-phenyl-3,4-dihydropyrimidin-2(1H)-one (230 mg, 0.38 mmol) in THF (2 mL) was added concentrated HCl solution (0.5 mL), and the mixture was stirred at room temperature for 2 h. The mixture was concentrated and purified by column to give Compound 57 (170 mg, yield 100%). 1H NMR (DMSO-d6 400 MHz): δ 10.31 (s, 1H), 8.54 (s, 1H), 7.50 (s, 1H), 7.45 (s, 1H), 7.22 (d, J=1.6 Hz, 1H), 7.07-6.97 (m, 5H), 6.83 (d, J... The reactants are C(#N)C=1OC2=C(C(C1)=O)C=CC(=C2)OCC2=CC(=CC=C2)OCC2=NC1=CC=CC=C1C=C2 (2-cyano-7-(3-(quinolin-2-ylmethoxy)benzyloxy)-4-oxo-4H-1-benzopyran), CN(C=O)C (dimethylformamide), [N-]=[N+]=[N-].[Na+] (sodium azide), Cl.N1=CC=CC=C1 (pyridine hydrochloride). The solvent is O (water). Reaction conditions: temperature 100 celsius. Product: N1=C(C=CC2=CC=CC=C12)COC=1C=C(COC2=CC3=C(C(C=C(O3)C3=NN=NN3)=O)C=C2)C=CC1 (5-(7-(3-(quinolin-2-ylmethoxy)benzyloxy)-4-oxo-4H-1-benzopyran-2-yl)tetrazole). RXN SMILES: [C:1]([C:3]1[O:4][C:5]2[CH:13]=[C:12]([O:14][CH2:15][C:16]3[CH:21]=[CH:20][CH:19]=[C:18]([O:22][CH2:23][C:24]4[CH:33]=[CH:32][C:31]5[C:26](=[CH:27][CH:28]=[CH:29][CH:30]=5)[N:25]=4)[CH:17]=3)[CH:11]=[CH:10][C:6]=2[C:7](=[O:9])[CH:8]=1)#[N:2].[N-:34]=[N+:35]=[N-:36].[Na+].Cl.N1C=CC=CC=1.CN(C)C=O>O>[N:25]1[C:26]2[C:31](=[CH:30][CH:29]=[CH:28][CH:27]=2)[CH:32]=[CH:33][C:24]=1[CH2:23][O:22][C:18]1[CH:17]=[C:16]([CH:21]=[CH:20][CH:19]=1)[CH2:15][O:14][C:12]1[CH:11]=[CH:10][C:6]2[C:7](=[O:9])[CH:8]=[C:3]([C:1]3[NH:36][N:35]=[N:34][N:2]=3)[O:4][C:5]=2[CH:13]=1 |f:1.2,3.4|. Reported procedure: 2-cyano-7-(3-(quinolin-2-ylmethoxy)benzyloxy)-4-oxo-4H-1-benzopyran (2.97 mmoles), sodium azide (965 mg), pyridine hydrochloride (1.72g) and dimethylformamide (7 ml) are combined and heated at 100° C. for 48 hours. The reaction mixture is poured into cold water and the resulting precipitate is collected. The precipitate is dissolved in hot ethanol and reprecipitated by addition of water to give 5-(7-(3-(quinolin-2-ylmethoxy)benzyloxy)-4-oxo-4H-1-benzopyran-2-yl)tetrazole which decomposes at 203°... Product: CC(Nc1cc(-c2ccc(C(N)=O)cc2)cc(Nc2cnccn2)n1)c1ccc(F)cc1. RXN SMILES: [C:25]([NH2:26])(=[O:27])[c:28]1[cH:29][cH:30][c:31]([B:34]([OH:35])[OH:36])[cH:32][cH:33]1.[C:37](=[O:38])([O-:39])[O-:40].[CH2:135]1[O:136][CH2:137][CH2:138][O:139][CH2:140]1.[CH3:72][CH2:73][O:74][C:75](=[O:76])[CH3:77].[CH:43]1([P:44]([CH:45]2[CH2:46][CH2:47][CH2:48][CH2:49][CH2:50]2)[c:51]2[cH:52][cH:53][cH:54][cH:55][c:56]2-[c:57]2[c:58]([O:59][CH3:60])[cH:61][cH:62][cH:63][c:64]2[O:65][CH3:66])[CH2:67][CH2:68][CH2:69][CH2:70][CH2:71]1.[Cl:1][c:2]1[cH:3][c:4]([NH:15][CH:16]([CH3:17])[c:18]2[cH:19][cH:20][c:21]([F:24])[cH:22][cH:23]2)[n:5][c:6]([NH:8][c:9]2[n:10][cH:11][cH:12][n:13][cH:14]2)[cH:7]1.[Cs+:41].[Cs+:42].[O:116]=[C:117]([CH:118]=[CH:119][c:120]1[cH:121][cH:122][cH:123][cH:124][cH:125]1)[CH:126]=[CH:127][c:128]1[cH:129][cH:130][cH:131][cH:132][cH:133]1.[O:80]=[C:81]([CH:82]=[CH:83][c:84]1[cH:85][cH:86][cH:87][cH:88][cH:89]1)[CH:90]=[CH:91][c:92]1[cH:93][cH:94][cH:95][cH:96][cH:97]1.[O:98]=[C:99]([CH:100]=[CH:101][c:102]1[cH:103][cH:104][cH:105][cH:106][cH:107]1)[CH:108]=[CH:109][c:110]1[cH:111][cH:112][cH:113][cH:114][cH:115]1.[OH2:134].[Pd:78].[Pd:79]>>[c:2]1(-[c:31]2[cH:30][cH:29][c:28]([C:25]([NH2:26])=[O:27])[cH:33][cH:32]2)[cH:3][c:4]([NH:15][CH:16]([CH3:17])[c:18]2[cH:19][cH:20][c:21]([F:24])[cH:22][cH:23]2)[n:5][c:6]([NH:8][c:9]2[n:10][cH:11][cH:12][n:13][cH:14]2)[cH:7]1. The reactants are NC(=O)c1ccc(B(O)O)cc1, O=C([O-])[O-], C1COCCO1, CCOC(C)=O, COc1cccc(OC)c1-c1ccccc1P(C1CCCCC1)C1CCCCC1, CC(Nc1cc(Cl)cc(Nc2cnccn2)n1)c1ccc(F)cc1, [Cs+], [Cs+], O=C(C=Cc1ccccc1)C=Cc1ccccc1, O=C(C=Cc1ccccc1)C=Cc1ccccc1, O=C(C=Cc1ccccc1)C=Cc1ccccc1, O, [Pd], [Pd].